describe an organic reaction: reactants, conditions, products, and yield From a dataset of the Open Reaction Database (ORD), a public repository of structured organic reaction records. The reactants are [Br-], C1CCOC1, C=C[Mg+], Cc1c(C=O)[nH]c(=O)c2c1ccc1nc(Nc3c(Cl)cccc3Cl)n(C)c12. Product: C=CC(O)c1[nH]c(=O)c2c(ccc3nc(Nc4c(Cl)cccc4Cl)n(C)c32)c1C. As a reaction SMILES: [Br-:28].[CH2:32]1[O:33][CH2:34][CH2:35][CH2:36]1.[CH:29](=[CH2:30])[Mg+:31].[Cl:1][c:2]1[c:3]([NH:9][c:10]2[n:11]([CH3:27])[c:12]3[c:13]([cH:14][cH:15][c:16]4[c:17]([CH3:25])[c:18]([CH:23]=[O:24])[nH:19][c:20](=[O:22])[c:21]34)[n:26]2)[c:4]([Cl:8])[cH:5][cH:6][cH:7]1>>[Cl:1][c:2]1[c:3]([NH:9][c:10]2[n:11]([CH3:27])[c:12]3[c:13]([cH:14][cH:15][c:16]4[c:17]([CH3:25])[c:18]([CH:23]([OH:24])[CH:29]=[CH2:30])[nH:19][c:20](=[O:22])[c:21]34)[n:26]2)[c:4]([Cl:8])[cH:5][cH:6][cH:7]1. Procedure details: The procedure of Step 7 of Example 1 was repeated except for using 6-(2-morpholinoethoxy)-2-bromo-3-(4-(trifluoromethyl)phenyl)-1H-inden-1-one obtained in Step 6 of Example 32 as a starting material instead of 6-(2-morpholinoethoxy)-2-bromo-3-phenyl-1H-inden-1-one, 5-pyrimidinylboronic acid instead of 3-pyridinylboronic acid, and being purified by prep HPLC (CH3CN/H2O=7:3) to obtain the title compound (25%). Reactants: O1CCN(CC1)CCOC1=CC=C2C(=C(C(C2=C1)=O)Br)C1=CC=C(C=C1)C(F)(F)F (6-(2-Morpholinoethoxy)-2-bromo-3-(4-(trifluoromethyl)phenyl)-1H-inden-1-one), O1CCN(CC1)CCOC1=CC=C2C(=C(C(C2=C1)=O)Br)C1=CC=CC=C1 (6-(2-morpholinoethoxy)-2-bromo-3-phenyl-1H-inden-1-one), N1=CN=CC(=C1)B(O)O (5-pyrimidinylboronic acid). RXN SMILES: [O:1]1[CH2:6][CH2:5][N:4]([CH2:7][CH2:8][O:9][C:10]2[CH:18]=[C:17]3[C:13]([C:14]([C:21]4[CH:26]=[CH:25][C:24]([C:27]([F:30])([F:29])[F:28])=[CH:23][CH:22]=4)=[C:15](Br)[C:16]3=[O:19])=[CH:12][CH:11]=2)[CH2:3][CH2:2]1.O1CCN(CCOC2C=C3C(C(C4C=CC=CC=4)=C(Br)C3=O)=CC=2)CC1.[N:57]1[CH:62]=[C:61](B(O)O)[CH:60]=[N:59][CH:58]=1>>[O:1]1[CH2:6][CH2:5][N:4]([CH2:7][CH2:8][O:9][C:10]2[CH:18]=[C:17]3[C:13]([C:14]([C:21]4[CH:26]=[CH:25][C:24]([C:27]([F:30])([F:29])[F:28])=[CH:23][CH:22]=4)=[C:15]([C:61]4[CH:62]=[N:57][CH:58]=[N:59][CH:60]=4)[C:16]3=[O:19])=[CH:12][CH:11]=2)[CH2:3][CH2:2]1. Yields the product O1CCN(CC1)CCOC1=CC=C2C(=C(C(C2=C1)=O)C=1C=NC=NC1)C1=CC=C(C=C1)C(F)(F)F (6-(2-morpholinoethoxy)-3-(4-(trifluoromethyl)phenyl)-2-(pyrimidin-5-yl)-1H-inden-1-one). Yield: 25.0%. Starting materials: O=Cc1cc(Br)ccc1F, CC(=O)O[BH-](OC(C)=O)OC(C)=O, C1COCCN1, ClCCCl, [Na+], [Na+], [OH-]. Product: Fc1ccc(Br)cc1CN1CCOCC1. As a reaction SMILES: [Br:1][c:2]1[cH:3][cH:4][c:5]([F:10])[c:6]([CH:7]=[O:8])[cH:9]1.[C:17]([O:18][BH-:19]([O:20][C:21](=[O:22])[CH3:23])[O:24][C:25](=[O:26])[CH3:27])(=[O:28])[CH3:29].[CH2:11]1[CH2:12][O:13][CH2:14][CH2:15][NH:16]1.[Cl:33][CH2:34][CH2:35][Cl:36].[Na+:30].[Na+:32].[OH-:31]>>[Br:1][c:2]1[cH:3][cH:4][c:5]([F:10])[c:6]([CH2:7][N:16]2[CH2:11][CH2:12][O:13][CH2:14][CH2:15]2)[cH:9]1. The reactants are C(CS)(=O)O (thioglycolic acid), C(=O)NC1=CC=C(CSC(=S)N2CC=3NC4=CC=CC=C4C3C[C@@H]2C(=O)O)C=C1 ((3R)-2-[(4-(Formylamino)benzylthio)thiocarbonyl]-1,2,3,4-tetrahydro-β-carboline-3-carboxylic acid), Cl (HCl). Solvent: C(C)O (ethanol). Run at time 2.5 hour. Yields the product NC1=CC=C(CSC(=S)N2CC=3NC4=CC=CC=C4C3C[C@@H]2C(=O)O)C=C1 ((3R)-2-[(4-aminobenzylthio)thiocarbonyl]-1,2,3,4-tetrahydro-β-carboline-3-carboxylic acid). Isolated yield 38.1%. As a reaction SMILES: C([NH:3][C:4]1[CH:29]=[CH:28][C:7]([CH2:8][S:9][C:10]([N:12]2[C@@H:24]([C:25]([OH:27])=[O:26])[CH2:23][C:22]3[C:21]4[C:16](=[CH:17][CH:18]=[CH:19][CH:20]=4)[NH:15][C:14]=3[CH2:13]2)=[S:11])=[CH:6][CH:5]=1)=O.C(O)(=O)CS.Cl>C(O)C>[NH2:3][C:4]1[CH:5]=[CH:6][C:7]([CH2:8][S:9][C:10]([N:12]2[C@@H:24]([C:25]([OH:27])=[O:26])[CH2:23][C:22]3[C:21]4[C:16](=[CH:17][CH:18]=[CH:19][CH:20]=4)[NH:15][C:14]=3[CH2:13]2)=[S:11])=[CH:28][CH:29]=1. Reported procedure: (3R)-2-[(4-(Formylamino)benzylthio)thiocarbonyl]-1,2,3,4-tetrahydro-β-carboline-3-carboxylic acid (1.46 g) is dissolved in ethanol (34 ml) and thereto is added thioglycolic acid (0.04 ml) and is further added dropwise 6N HCl (34 ml). The mixture is stirred under argon stream for 2.5 hours and then distilled under reduced pressure to remove the solvent. The residue is purified by silica gel column chromatography (solvent, chloroform:methanol:acetic acid=94:5:1-20:10:1) to give the title compound ... Reactants: COC(C)(C)[C@H]1C(N[C@@H]1CC=O)=O ((3S, 4R)-3-(1-methoxy-1-methylethyl)-4-(2-oxoethyl)azetidin-2-one), CC(=O)C.OS(=O)(=O)O.O=[Cr](=O)=O (Jones Reagent), C(C)(C)O (isopropyl alcohol), resultant mixture. Run in CC(=O)C (acetone). Run at temperature 0 celsius, time 30 minute. Product: COC(C)(C)[C@@H]1[C@H](NC1=O)CC(=O)O (2-[(2R, 3S)-3-(1-methoxy-1-methylethyl)-4-oxoazetidin-2-yl]acetic acid). Reaction SMILES: [CH3:1][O:2][C:3]([C@@H:6]1[C@@H:9]([CH2:10][CH:11]=[O:12])[NH:8][C:7]1=[O:13])([CH3:5])[CH3:4].CC(C)=[O:16].OS(O)(=O)=O.O=[Cr](=O)=O.C(O)(C)C>CC(C)=O>[CH3:1][O:2][C:3]([C@H:6]1[C:7](=[O:13])[NH:8][C@@H:9]1[CH2:10][C:11]([OH:16])=[O:12])([CH3:5])[CH3:4] |f:1.2.3|. Reported procedure: To a solution of (3S, 4R)-3-(1-methoxy-1-methylethyl)-4-(2-oxoethyl)azetidin-2-one (760 mg) in acetone (60 ml) was added dropwise 2N Jones Reagent (4.10 ml) at 0° C. After stirring for 30 minutes at 0° C., isopropyl alcohol (8 ml) was added to the resultant mixture, and then evaporated in vacuo. The residue was dissolved in a saturated aqueous sodium chloride (40 ml) and extracted with chloroform (80 ml×5). After drying over magnesium sulfate, the chloroform extracts were filtered and evaporated... Reactants: CI, Cc1nc2ccc3ccccc3c2[nH]1, Cl, [H-], [Na+], C1CCOC1, O. Yields the product Cc1nc2c3ccccc3ccc2n1C. RXN SMILES: [CH3:17][I:18].[CH3:1][c:2]1[n:3][c:4]2[c:5]([nH:6]1)[c:7]1[cH:8][cH:9][cH:10][cH:11][c:12]1[cH:13][cH:14]2.[ClH:19].[H-:15].[Na+:16].[O:20]1[CH2:21][CH2:22][CH2:23][CH2:24]1.[OH2:25]>>[CH3:1][c:2]1[n:3]([CH3:17])[c:4]2[c:5]([n:6]1)[c:7]1[cH:8][cH:9][cH:10][cH:11][c:12]1[cH:13][cH:14]2. Reactants: [Ag], CCC(C)=O, COc1cc(OC)nc(Oc2cccc([N+](=O)[O-])c2-c2cnco2)n1, CC(=O)O, CCOC(C)=O. Yields the product COc1cc(OC)nc(Oc2cccc(N)c2-c2cnco2)n1. Reaction SMILES: [Ag:35].[CH2:5]([C:6]([CH3:7])=[O:8])[CH3:9].[CH3:10][O:11][c:12]1[n:13][c:14]([O:20][c:21]2[c:22](-[c:30]3[cH:31][n:32][cH:33][o:34]3)[c:23]([N+:27]([O-:28])=[O:29])[cH:24][cH:25][cH:26]2)[n:15][c:16]([O:18][CH3:19])[cH:17]1.[CH3:1][C:2](=[O:3])[OH:4].[CH3:36][CH2:37][O:38][C:39](=[O:40])[CH3:41]>>[CH3:10][O:11][c:12]1[n:13][c:14]([O:20][c:21]2[c:22](-[c:30]3[cH:31][n:32][cH:33][o:34]3)[c:23]([NH2:27])[cH:24][cH:25][cH:26]2)[n:15][c:16]([O:18][CH3:19])[cH:17]1.